Task: describe an organic reaction: reactants, conditions, products, and yield. Dataset: the Open Reaction Database (ORD), a public repository of structured organic reaction records Starting materials: [BH4-], COc1ccc(Cc2cc(C3(OC)OC(C=O)(CO)C(OCc4ccccc4)C(OCc4ccccc4)C3OCc3ccccc3)ccc2Cl)c(F)c1F, [Na+]. Product: COc1ccc(Cc2cc(C3(OC)OC(CO)(CO)C(OCc4ccccc4)C(OCc4ccccc4)C3OCc3ccccc3)ccc2Cl)c(F)c1F. RXN SMILES: [BH4-:55].[CH2:1]([c:2]1[cH:3][cH:4][cH:5][cH:6][cH:7]1)[O:8][CH:9]1[C:10]([CH:51]=[O:52])([CH2:53][OH:54])[O:11][C:12]([O:31][CH3:32])([c:33]2[cH:34][c:35]([CH2:40][c:41]3[c:42]([F:50])[c:43]([F:49])[c:44]([O:47][CH3:48])[cH:45][cH:46]3)[c:36]([Cl:39])[cH:37][cH:38]2)[CH:13]([O:23][CH2:24][c:25]2[cH:26][cH:27][cH:28][cH:29][cH:30]2)[CH:14]1[O:15][CH2:16][c:17]1[cH:18][cH:19][cH:20][cH:21][cH:22]1.[Na+:56]>>[CH2:1]([c:2]1[cH:3][cH:4][cH:5][cH:6][cH:7]1)[O:8][CH:9]1[C:10]([CH2:51][OH:52])([CH2:53][OH:54])[O:11][C:12]([O:31][CH3:32])([c:33]2[cH:34][c:35]([CH2:40][c:41]3[c:42]([F:50])[c:43]([F:49])[c:44]([O:47][CH3:48])[cH:45][cH:46]3)[c:36]([Cl:39])[cH:37][cH:38]2)[CH:13]([O:23][CH2:24][c:25]2[cH:26][cH:27][cH:28][cH:29][cH:30]2)[CH:14]1[O:15][CH2:16][c:17]1[cH:18][cH:19][cH:20][cH:21][cH:22]1. The reactants are COc1ccc(B(O)O)cc1, O=C(NC1CN2CCC1CC2)c1cc2ccc(Br)cc2o1, [Na+], CN(C)C=O, [OH-]. The product is COc1ccc(-c2ccc3cc(C(=O)NC4CN5CCC4CC5)oc3c2)cc1. As a reaction SMILES: [CH3:1][O:2][c:3]1[cH:4][cH:5][c:6]([B:9]([OH:10])[OH:11])[cH:7][cH:8]1.[N:12]12[CH2:13][CH:14]([NH:20][C:21](=[O:22])[c:23]3[o:24][c:25]4[c:26]([cH:27]3)[cH:28][cH:29][c:30]([Br:32])[cH:31]4)[CH:15]([CH2:16][CH2:17]1)[CH2:18][CH2:19]2.[Na+:34].[O:35]=[CH:36][N:37]([CH3:38])[CH3:39].[OH-:33]>>[CH3:1][O:2][c:3]1[cH:4][cH:5][c:6](-[c:30]2[cH:29][cH:28][c:26]3[c:25]([o:24][c:23]([C:21]([NH:20][CH:14]4[CH2:13][N:12]5[CH2:17][CH2:16][CH:15]4[CH2:18][CH2:19]5)=[O:22])[cH:27]3)[cH:31]2)[cH:7][cH:8]1. Reactants: C[N+]1([O-])CCOCC1, ClCCl, Cc1ncc(F)cc1CO. Product: Cc1ncc(F)cc1C=O. As a reaction SMILES: [CH3:11][N+:12]1([O-:13])[CH2:14][CH2:15][O:16][CH2:17][CH2:18]1.[Cl:19][CH2:20][Cl:21].[F:1][c:2]1[cH:3][c:4]([CH2:9][OH:10])[c:5]([CH3:8])[n:6][cH:7]1>>[F:1][c:2]1[cH:3][c:4]([CH:9]=[O:10])[c:5]([CH3:8])[n:6][cH:7]1. Reactants: CN1N=CC(=C1N1N=CC=C1)C(=O)O (2′-Methyl-2′H-[1,3′]bipyrazolyl-4′-carboxylic acid), CN1N=CC(=C1N1N=CC=C1)C(=O)O (2′-Methyl-2′H-[1,3′]bipyrazolyl-4′-carboxylic acid), ester, CCN(C(C)C)C(C)C (DIPEA), [B-](F)(F)(F)F.CN(C)C(=[N+](C)C)ON1C(=O)CCC1=O (TSTU), Cl.NC1C2CC3CC(CC1C3)C2 (2-aminoadamantane hydrochloride). Solvent: ClCCl (dichloromethane), CN(C)C=O (DMF), O (water). Reaction conditions: time 1 hour. The product is C12C(C3CC(CC(C1)C3)C2)NC(=O)C2=C(N(N=C2)C)N2N=CC=C2 (2′-methyl-2′H-[1,3′]bipyrazolyl-4′-carboxylic acid adamantan-2-ylamide). The yield is 76.8%. Reaction SMILES: [CH3:1][N:2]1[C:6]([N:7]2[CH:11]=[CH:10][CH:9]=[N:8]2)=[C:5]([C:12]([OH:14])=O)[CH:4]=[N:3]1.CCN(C(C)C)C(C)C.[B-](F)(F)(F)F.CN(C(ON1C(=O)CCC1=O)=[N+](C)C)C.Cl.[NH2:45][CH:46]1[CH:53]2[CH2:54][CH:49]3[CH2:50][CH:51]([CH2:55][CH:47]1[CH2:48]3)[CH2:52]2>ClCCl.CN(C=O)C.O>[CH:47]12[CH2:55][CH:51]3[CH2:50][CH:49]([CH2:54][CH:53]([CH2:52]3)[CH:46]1[NH:45][C:12]([C:5]1[CH:4]=[N:3][N:2]([CH3:1])[C:6]=1[N:7]1[CH:11]=[CH:10][CH:9]=[N:8]1)=[O:14])[CH2:48]2 |f:2.3,4.5|. Reported procedure: 2′-Methyl-2′H-[1,3′]bipyrazolyl-4′-carboxylic acid (Intermediate 8, 50 mg, 0.26 mmol) was dissolved in a mixture of dry dichloromethane (3.2 mL) and dry DMF (0.8 mL). DIPEA (0.23 mL, 1.3 mmol) and TSTU (93 mg, 0.28 mmol) were added to the above mixture. After the mixture was stirred for 1 h, the appearance of active ester was detected by LC-MS. Then 2-aminoadamantane hydrochloride (58 mg, 0.31 mmol) was added. After another 2 hours water was added and the organic layer was separated. The aqueous... The reactants are C1=CC=C(C=C1)NC2=CC=C(C=C2)N (Para-aminodiphenylamine), CC(CCCCCCCCC)=O (2-undecanone), [H][H] (hydrogen). The reagents and catalysts are [Pt]=S (platinum sulfide). Reaction conditions: temperature 120 celsius. Product: CC(CCCCCCCCC)NC1=CC=C(C=C1)NC1=CC=CC=C1 (N-(1-methyldecyl)-N′-phenyl-p-phenylenediamine). Reaction SMILES: [CH:1]1[CH:6]=[CH:5][C:4]([NH:7][C:8]2[CH:13]=[CH:12][C:11]([NH2:14])=[CH:10][CH:9]=2)=[CH:3][CH:2]=1.[CH3:15][C:16](=O)[CH2:17][CH2:18][CH2:19][CH2:20][CH2:21][CH2:22][CH2:23][CH2:24][CH3:25].[H][H]>[Pt]=S>[CH3:25][CH:24]([NH:14][C:11]1[CH:12]=[CH:13][C:8]([NH:7][C:4]2[CH:3]=[CH:2][CH:1]=[CH:6][CH:5]=2)=[CH:9][CH:10]=1)[CH2:23][CH2:22][CH2:21][CH2:20][CH2:19][CH2:18][CH2:17][CH2:16][CH3:15]. Procedure: Para-aminodiphenylamine (184 grams, 1.00 mole), 2-undecanone (221 grams, 1.30 moles) and 6.0 grams (dry weight) of carbon supported platinum sulfide catalyst were charged to a one-liter stirred autoclave. The vessel was sealed, pressurized first with nitrogen and then with hydrogen gas, stirred, and heated to 120° C. until the reaction was completed, as indicated by the cessation of hydrogen absorption. The vessel was cooled, vented, and the contents removed. The catalyst was removed by filtrati...